Task: describe an organic reaction: reactants, conditions, products, and yield. Dataset: the Open Reaction Database (ORD), a public repository of structured organic reaction records The reactants are FC(C1=C(COC2=C(C=C(C=O)C=C2)OC)C=CC(=C1)C(F)(F)F)(F)F (4-(2,4-bis(trifluoromethyl)benzyloxy)-3-methoxybenzaldehyde), S1C(=S)NC(=O)C1 (rhodanine), CCO (EtOH), TEA. Solvent: CCOC(=O)C (EtOAc). Run at temperature 65 celsius, time 14 hour. Yields the product FC(C1=C(COC2=C(C=C(C=C2)C=C2C(NC(S2)=S)=O)OC)C=CC(=C1)C(F)(F)F)(F)F (5-[1-[4-(2,4-Bis-trifluoromethyl-benzyloxy)-3-methoxy-phenyl]-methylidene]-2-thioxo-thiazolidin-4-one). Isolated yield 22.0%. As a reaction SMILES: [F:1][C:2]([F:26])([F:25])[C:3]1[CH:20]=[C:19]([C:21]([F:24])([F:23])[F:22])[CH:18]=[CH:17][C:4]=1[CH2:5][O:6][C:7]1[CH:14]=[CH:13][C:10]([CH:11]=O)=[CH:9][C:8]=1[O:15][CH3:16].[S:27]1[CH2:33][C:31](=[O:32])[NH:30][C:28]1=[S:29].CCO>CCOC(C)=O>[F:1][C:2]([F:25])([F:26])[C:3]1[CH:20]=[C:19]([C:21]([F:24])([F:23])[F:22])[CH:18]=[CH:17][C:4]=1[CH2:5][O:6][C:7]1[CH:14]=[CH:13][C:10]([CH:11]=[C:33]2[S:27][C:28](=[S:29])[NH:30][C:31]2=[O:32])=[CH:9][C:8]=1[O:15][CH3:16]. Procedure details: To a flask was added 4-(2,4-bis(trifluoromethyl)benzyloxy)-3-methoxybenzaldehyde from Step A (164 mg, 433 μmol), rhodanine (58 mg, 433 μmol), absolute EtOH (7 mL), and TEA (120 μL, 870 μmol). The reaction solution was allowed to stir at 65° C. for 14 h. The reaction solution was diluted with EtOAc (100 mL), washed with sat. NH4Cl (75 mL×3), dried over Na2SO4, filtered, and concentrated to ⅓ the original volume. The yellow precipitates were isolated by filtration under reduced pressure, washed wi... Reactants: O=C([O-])[O-], CCc1cc2c(=O)[nH]c(=O)n(Cc3ccc(-c4ccccc4C#N)cc3)c2s1, ClCCl, C[N+]1([O-])CCOCC1, CCC[N+](CCC)(CCC)CCC, CCOC(C)=O, CN(C)C=O, C1CCC(C2CO2)CC1, [K+], [K+], O=[Ru](=O)(=O)[O-], O. Product: CCc1cc2c(=O)n(CC(=O)C3CCCCC3)c(=O)n(Cc3ccc(-c4ccccc4C#N)cc3)c2s1. RXN SMILES: [C:38](=[O:39])([O-:40])[O-:41].[CH2:1]([CH3:2])[c:3]1[cH:4][c:5]2[c:6]([n:7]([CH2:13][c:14]3[cH:15][cH:16][c:17](-[c:20]4[c:21]([C:26]#[N:27])[cH:22][cH:23][cH:24][cH:25]4)[cH:18][cH:19]3)[c:8](=[O:12])[nH:9][c:10]2=[O:11])[s:28]1.[CH2:52]([Cl:53])[Cl:54].[CH3:44][N+:45]1([O-:46])[CH2:47][CH2:48][O:49][CH2:50][CH2:51]1.[CH3:60][CH2:61][CH2:62][N+:63]([CH2:64][CH2:65][CH3:66])([CH2:67][CH2:68][CH3:69])[CH2:70][CH2:71][CH3:72].[CH3:74][CH2:75][O:76][C:77](=[O:78])[CH3:79].[CH3:80][N:81]([CH3:82])[CH:83]=[O:84].[CH:29]1([CH:35]2[O:36][CH2:37]2)[CH2:30][CH2:31][CH2:32][CH2:33][CH2:34]1.[K+:42].[K+:43].[O-:55][Ru:56](=[O:57])(=[O:58])=[O:59].[OH2:73]>>[CH2:1]([CH3:2])[c:3]1[cH:4][c:5]2[c:6]([n:7]([CH2:13][c:14]3[cH:15][cH:16][c:17](-[c:20]4[c:21]([C:26]#[N:27])[cH:22][cH:23][cH:24][cH:25]4)[cH:18][cH:19]3)[c:8](=[O:12])[n:9]([CH2:37][C:35]([CH:29]3[CH2:30][CH2:31][CH2:32][CH2:33][CH2:34]3)=[O:36])[c:10]2=[O:11])[s:28]1. Starting materials: ClCCCl, O=C(O)CC1Cc2cc(Cl)c3[nH]ncc3c2CN(Cc2ccncc2)C1=O, Cl, Cl, CN1C(=O)NC(=O)C12Cc1ccc(N)cc1C2, CN(C)C=O, On1nnc2ccccc21. Yields the product CN1C(=O)NC(=O)C12Cc1ccc(NC(=O)CC3Cc4cc(Cl)c5[nH]ncc5c4CN(Cc4ccncc4)C3=O)cc1C2. RXN SMILES: [CH2:57]([Cl:58])[CH2:59][Cl:60].[Cl:3][c:4]1[cH:5][c:6]2[c:7]([c:8]3[cH:9][n:10][nH:11][c:12]13)[CH2:13][N:14]([CH2:23][c:24]1[cH:25][cH:26][n:27][cH:28][cH:29]1)[C:15](=[O:22])[CH:16]([CH2:18][C:19](=[O:20])[OH:21])[CH2:17]2.[ClH:1].[ClH:2].[NH2:30][c:31]1[cH:32][c:33]2[c:44]([cH:45][cH:46]1)[CH2:43][C:35]1([CH2:34]2)[N:36]([CH3:42])[C:37](=[O:41])[NH:38][C:39]1=[O:40].[O:61]=[CH:62][N:63]([CH3:64])[CH3:65].[OH:47][n:48]1[c:49]2[c:50]([cH:51][cH:52][cH:53][cH:54]2)[n:55][n:56]1>>[Cl:3][c:4]1[cH:5][c:6]2[c:7]([c:8]3[cH:9][n:10][nH:11][c:12]13)[CH2:13][N:14]([CH2:23][c:24]1[cH:25][cH:26][n:27][cH:28][cH:29]1)[C:15](=[O:22])[CH:16]([CH2:18][C:19](=[O:20])[NH:30][c:31]1[cH:32][c:33]3[c:44]([cH:45][cH:46]1)[CH2:43][C:35]1([CH2:34]3)[N:36]([CH3:42])[C:37](=[O:41])[NH:38][C:39]1=[O:40])[CH2:17]2. Reactants: O=C([O-])[O-], CN(C)C=O, ClCCl, CCOC(=O)c1c[nH]nc1C(F)(F)F, [K+], [K+], CC(C)S(=O)(=O)NC1Cc2ccc(CO)cc2C1, O=S(Cl)Cl. The product is CCOC(=O)c1cn(Cc2ccc3c(c2)CC(NS(=O)(=O)C(C)C)C3)nc1C(F)(F)F. As a reaction SMILES: [C:23](=[O:24])([O-:25])[O-:26].[CH3:46][N:47]([CH3:48])[CH:49]=[O:50].[Cl:43][CH2:44][Cl:45].[F:29][C:30]([c:31]1[n:32][nH:33][cH:34][c:35]1[C:36](=[O:37])[O:38][CH2:39][CH3:40])([F:41])[F:42].[K+:27].[K+:28].[OH:1][CH2:2][c:3]1[cH:4][c:5]2[c:9]([cH:10][cH:11]1)[CH2:8][CH:7]([NH:12][S:13](=[O:14])(=[O:15])[CH:16]([CH3:17])[CH3:18])[CH2:6]2.[S:19]([Cl:20])([Cl:21])=[O:22]>>[CH2:2]([c:3]1[cH:4][c:5]2[c:9]([cH:10][cH:11]1)[CH2:8][CH:7]([NH:12][S:13](=[O:14])(=[O:15])[CH:16]([CH3:17])[CH3:18])[CH2:6]2)[n:33]1[n:32][c:31]([C:30]([F:29])([F:41])[F:42])[c:35]([C:36](=[O:37])[O:38][CH2:39][CH3:40])[cH:34]1. Reactants: [Li]CCCC, CCOCC, Fc1c(Cl)c(F)c(Cl)c(F)c1Cl, O=C1C(F)(F)C(F)(F)C(F)(F)C(F)(F)C1(F)F. Yields the product OC1(c2c(F)c(Cl)c(F)c(Cl)c2F)C(F)(F)C(F)(F)C(F)(F)C(F)(F)C1(F)F. Reaction SMILES: [CH2:13]([Li:14])[CH2:15][CH2:16][CH3:17].[CH2:35]([O:36][CH2:37][CH3:38])[CH3:39].[Cl:1][c:2]1[c:3]([F:12])[c:4]([Cl:11])[c:5]([F:10])[c:6]([Cl:9])[c:7]1[F:8].[F:18][C:19]1([F:34])[C:20](=[O:33])[C:21]([F:31])([F:32])[C:22]([F:29])([F:30])[C:23]([F:27])([F:28])[C:24]1([F:25])[F:26]>>[c:2]1([C:20]2([OH:33])[C:19]([F:18])([F:34])[C:24]([F:25])([F:26])[C:23]([F:27])([F:28])[C:22]([F:29])([F:30])[C:21]2([F:31])[F:32])[c:3]([F:12])[c:4]([Cl:11])[c:5]([F:10])[c:6]([Cl:9])[c:7]1[F:8]. Starting materials: ClCC(=O)C=1C(=NN2C1C=CC=C2)C(C)C (2-chloro-1-(2-isopropylpyrazolo[1,5-a]pyridin-3-yl)ethanone), NC(=S)N (thiourea), [H-].[Na+] (sodium hydride), O (H2O). The solvent is O1CCOCC1 (dioxane). Yields the product C(C)(C)C1=NN2C(C=CC=C2)=C1C1=NC(SC1)=N (4-(2-isopropylpyrazolo[1,5-a]pyridin-3-yl)thiazol-2(5H)-imine). The yield is 61.4%. Reaction SMILES: Cl[CH2:2][C:3]([C:5]1[C:6]([CH:14]([CH3:16])[CH3:15])=[N:7][N:8]2[CH:13]=[CH:12][CH:11]=[CH:10][C:9]=12)=O.[NH2:17][C:18]([NH2:20])=[S:19].[H-].[Na+].O>O1CCOCC1>[CH:14]([C:6]1[C:5]([C:3]2[CH2:2][S:19][C:18](=[NH:17])[N:20]=2)=[C:9]2[CH:10]=[CH:11][CH:12]=[CH:13][N:8]2[N:7]=1)([CH3:16])[CH3:15] |f:2.3|. Procedure: A mixture of 200 mg (0.63 mmol) of 2-chloro-1-(2-isopropylpyrazolo[1,5-a]pyridin-3-yl)ethanone, 100 mg of thiourea and 160 mg of sodium hydride were stirred in 2 ml of dioxane containing 120 μl of H2O at 60-70° C. for 30 minutes. 100 mg of 4-(2-isopropylpyrazolo[1,5-a]pyridin-3-yl)thiazol-2(5H)-imine was obtained after workup. Compound 1087. As a reaction SMILES: [C:1]1([C:7]2[C:16]3[C:11](=[CH:12][C:13]([C:17](O)=[O:18])=[CH:14][CH:15]=3)[O:10][C:9](=[O:20])[CH:8]=2)[CH:6]=[CH:5][CH:4]=[CH:3][CH:2]=1.C(OC(Cl)=O)C(C)C.[BH4-].[Na+].Cl>C1COCC1.O.CCN(CC)CC>[OH:18][CH2:17][C:13]1[CH:12]=[C:11]2[C:16]([C:7]([C:1]3[CH:6]=[CH:5][CH:4]=[CH:3][CH:2]=3)=[CH:8][C:9](=[O:20])[O:10]2)=[CH:15][CH:14]=1 |f:2.3|. Run at time 45 minute. Reported procedure: To a solution of 4-phenyl-7-coumarincarboxylic acid from Step 4 (550 mg) and Et3N (560 μL) in THF (25 mL) at 0° C. was added isobutylchloroformate (560 μL) dropwise. After 45 min., NaBH4 (185 mg) in H2O was added and stirring continued for a further 20 min. The mixture was poured onto 1N HCl, extracted 3×Et2O, dried and evaporated. Chromatography on silica gel using hexane/EtOAc 1:1 afforded the title compound as a solid. Run in C1CCOC1 (THF), CCN(CC)CC (Et3N), O (H2O). Reactants: C1(=CC=CC=C1)C1=CC(OC2=CC(=CC=C12)C(=O)O)=O (4-Phenyl-7-coumarincarboxylic acid), C(C(C)C)OC(=O)Cl (isobutylchloroformate), [BH4-].[Na+] (NaBH4), Cl (HCl). The product is OCC1=CC=C2C(=CC(OC2=C1)=O)C1=CC=CC=C1 (7-Hydroxymethyl-4-phenylcoumarin). The reactants are ClC1=CC(=NC2=CC=CC=C12)C1=CC=C(C=C1)Cl (4-chloro-2-(4-chloro-phenyl)-quinoline), NCC(CN)O (1,3-diamino-2-propanol). Product: Cl.Cl.NCC(CNC1=CC(=NC2=CC=CC=C12)C1=CC=C(C=C1)Cl)O ((RS)-1-Amino-3-[[2-(4-chlorophenyl)-4-quinolinyl]amino]-2-propanol dihydrochloride). Reaction SMILES: [Cl:1][C:2]1[C:11]2[C:6](=[CH:7][CH:8]=[CH:9][CH:10]=2)[N:5]=[C:4]([C:12]2[CH:17]=[CH:16][C:15]([Cl:18])=[CH:14][CH:13]=2)[CH:3]=1.[NH2:19][CH2:20][CH:21]([OH:24])[CH2:22][NH2:23]>>[ClH:1].[ClH:1].[NH2:19][CH2:20][CH:21]([OH:24])[CH2:22][NH:23][C:2]1[C:11]2[C:6](=[CH:7][CH:8]=[CH:9][CH:10]=2)[N:5]=[C:4]([C:12]2[CH:17]=[CH:16][C:15]([Cl:18])=[CH:14][CH:13]=2)[CH:3]=1 |f:2.3.4|. Procedure details: The title compound, m.p. 283-287° C., and MS: m/e=328.2 (M+H+), was prepared from 4-chloro-2-(4-chloro-phenyl)-quinoline and 1,3-diamino-2-propanol. RXN SMILES: [CH3:31][C:32](=[O:33])[OH:34].[Cl-:1].[N+:20](=[O:21])([O-:22])[c:23]1[cH:24][cH:25][c:26]([CH:27]=[O:28])[cH:29][cH:30]1.[NH2:2][n+:3]1[c:4]([CH3:19])[n:5]([N:8]=[CH:9][c:10]2[cH:11][cH:12][c:13]([N:16]([CH3:17])[CH3:18])[cH:14][cH:15]2)[cH:6][cH:7]1>>[Cl-:1].[N:2]([n:3]1[c:4]([CH3:19])[n+:5]([N:8]=[CH:9][c:10]2[cH:11][cH:12][c:13]([N:16]([CH3:17])[CH3:18])[cH:14][cH:15]2)[cH:6][cH:7]1)=[CH:27][c:26]1[cH:25][cH:24][c:23]([N+:20](=[O:21])[O-:22])[cH:30][cH:29]1. The product is [Cl-], Cc1n(N=Cc2ccc([N+](=O)[O-])cc2)cc[n+]1N=Cc1ccc(N(C)C)cc1. Reactants: CC(=O)O, [Cl-], O=Cc1ccc([N+](=O)[O-])cc1, Cc1n(N=Cc2ccc(N(C)C)cc2)cc[n+]1N.